Dataset: the Open Reaction Database (ORD), a public repository of structured organic reaction records. Task: describe an organic reaction: reactants, conditions, products, and yield Starting materials: O[C@H]1[C@@H](CCC1)OC1=NC(=NC2=CC=CC=C12)N1CCNCC1 (4-[(1R,2R)-(2-hydroxycyclopentan-1-yl)oxy]-2-(1-piperazinyl)-quinazoline), C(C)(=O)O (acetic acid). Solvent: CC(=O)C (acetone). Product: C(C)(=O)O.O[C@H]1[C@@H](CCC1)OC1=NC(=NC2=CC=CC=C12)N1CCNCC1 (4-[(1R,2R)-(2-hydroxycyclopentan-1-yl)oxy]-2-(1-piperazinyl)quinazoline monoacetate). Yield: 58.8%. RXN SMILES: [OH:1][C@@H:2]1[CH2:6][CH2:5][CH2:4][C@H:3]1[O:7][C:8]1[C:17]2[C:12](=[CH:13][CH:14]=[CH:15][CH:16]=2)[N:11]=[C:10]([N:18]2[CH2:23][CH2:22][NH:21][CH2:20][CH2:19]2)[N:9]=1.[C:24]([OH:27])(=[O:26])[CH3:25]>CC(C)=O>[C:24]([OH:27])(=[O:26])[CH3:25].[OH:1][C@@H:2]1[CH2:6][CH2:5][CH2:4][C@H:3]1[O:7][C:8]1[C:17]2[C:12](=[CH:13][CH:14]=[CH:15][CH:16]=2)[N:11]=[C:10]([N:18]2[CH2:19][CH2:20][NH:21][CH2:22][CH2:23]2)[N:9]=1 |f:3.4|. Reported procedure: 4-[(1R,2R)-(2-Hydroxycyclopentan-1-yl)oxy]-2-(1-piperazinyl)quinazoline (cf. Example 7) (1.1 g) is dissolved in acetone (30 ml), and thereto is added acetic acid (0.23 g). The precipitated crystals are separated by filtration and recrystallized from acetone to give 4-[(1R,2R)-(2-hydroxycyclopentan-1-yl)oxy]-2-(1-piperazinyl)quinazoline monoacetate (0.77 g). Starting materials: Cl (hydrochloric acid), C1=CCCCC1 (cyclohexene), FC(CCCC(C(C)(C)O)NC(OCC1=CC=CC=C1)=O)(F)F (rac-benzyl (7,7,7-trifluoro-2-hydroxy-2-methylheptan-3-yl)carbamate). Procedure: Under argon, 319 mg (0.30 mmol, 10% pure) of palladium on activated carbon and 9.1 ml (90.0 mmol) of cyclohexene were added to 1.0 g (3.0 mmol) of rac-benzyl (7,7,7-trifluoro-2-hydroxy-2-methylheptan-3-yl)carbamate Example 101A in ethanol (21 ml), and the reaction mixture was stirred at reflux overnight. The mixture was filtered through a Millipore® filter and the filter cake was washed with ethanol. 3 ml (6.0 mmol) of 2 N hydrochloric acid in diethyl ether were added to the filtrate and the mix... As a reaction SMILES: C1CCCCC=1.[F:7][C:8]([F:29])([F:28])[CH2:9][CH2:10][CH2:11][CH:12]([NH:17]C(=O)OCC1C=CC=CC=1)[C:13]([OH:16])([CH3:15])[CH3:14].[ClH:30]>[Pd].C(O)C.C(OCC)C>[ClH:30].[NH2:17][CH:12]([CH2:11][CH2:10][CH2:9][C:8]([F:7])([F:28])[F:29])[C:13]([CH3:14])([OH:16])[CH3:15] |f:6.7|. The reagents and catalysts are [Pd] (palladium on activated carbon). Solvent: C(C)OCC (diethyl ether), C(C)O (ethanol). The product is Cl.NC(C(C)(O)C)CCCC(F)(F)F (rac-3-Amino-7,7,7-trifluoro-2-methylheptan-2-ol hydrochloride). Starting materials: NC1=CC=CC=C1 (aniline), C1=CN(C=N1)C(=O)N2C=CN=C2 (CDI), C1(CCCC1)OC1=CC=C(N)C=C1 (4-cyclopentyloxyaniline), [H][H] (hydrogen), N1CC(CC1)NC(C)=O (N-Pyrrolidin-3-ylacetamide), FC1=CC=C(C=C1)[N+](=O)[O-] (4-fluoronitrobenzene), nitro. Product: C1(CCCC1)OC1=CC=C(C=C1)NC(NC1=CC=C(C=C1)N1CC(CC1)NC(C)=O)=O (N-(1-{4-[3-(4-Cyclopentyloxyphenyl)ureido]phenyl}pyrrolidin-3-yl)acetamide). Reaction SMILES: [NH:1]1[CH2:5][CH2:4][CH:3]([NH:6][C:7](=[O:9])[CH3:8])[CH2:2]1.F[C:11]1[CH:16]=CC([N+]([O-])=O)=[CH:13][CH:12]=1.[H][H].NC1C=CC=CC=1.[CH:29]1N=C[N:31]([C:34]([N:36]2C=N[CH:38]=[CH:37]2)=[O:35])[CH:30]=1.[CH:41]1([O:46][C:47]2[CH:53]=[CH:52]C(N)=C[CH:48]=2)[CH2:45][CH2:44][CH2:43][CH2:42]1>>[CH:41]1([O:46][C:47]2[CH:48]=[CH:38][C:37]([NH:36][C:34](=[O:35])[NH:31][C:30]3[CH:29]=[CH:13][C:12]([N:1]4[CH2:5][CH2:4][CH:3]([NH:6][C:7](=[O:9])[CH3:8])[CH2:2]4)=[CH:11][CH:16]=3)=[CH:52][CH:53]=2)[CH2:42][CH2:43][CH2:44][CH2:45]1. Reported procedure: N-Pyrrolidin-3-ylacetamide was reacted with 4-fluoronitrobenzene, the resulting nitro compound was reduced with hydrogen and finally the aniline was reacted with CDI and 4-cyclopentyloxyaniline by method A, B and C. This resulted in the product with the molecular weight of 422.53 (C24H30N4O3); MS (ESI): 423 (M+H+).